From a dataset of the Open Reaction Database (ORD), a public repository of structured organic reaction records. describe an organic reaction: reactants, conditions, products, and yield Starting materials: COCCOP(=O)(Cc1ccc([N+](=O)[O-])cc1)OCCOC, CCO, [H][H]. The product is COCCOP(=O)(Cc1ccc(N)cc1)OCCOC. RXN SMILES: [CH3:1][O:2][CH2:3][CH2:4][O:5][P:6]([O:7][CH2:8][CH2:9][O:10][CH3:11])(=[O:12])[CH2:13][c:14]1[cH:15][cH:16][c:17]([N+:20]([O-:21])=[O:22])[cH:18][cH:19]1.[CH3:25][CH2:26][OH:27].[H:23][H:24]>>[CH3:1][O:2][CH2:3][CH2:4][O:5][P:6]([O:7][CH2:8][CH2:9][O:10][CH3:11])(=[O:12])[CH2:13][c:14]1[cH:15][cH:16][c:17]([NH2:20])[cH:18][cH:19]1. Reactants: oil, intermediate 8A, C(C)OC(CN(C(C1=CC=C(C=C1)OC(F)(F)F)=O)C1CC1)=O ([cyclopropyl-(4-trifluoromethoxy-benzoyl)-amino]-acetic acid ethyl ester), C(C)OC(CN(C(C1=CC=C(C=C1)OC(F)(F)F)=O)C1CC1)=O ([cyclopropyl-(4-trifluoromethoxy-benzoyl)-amino]-acetic acid ethyl ester), C(C1=CC=CC=C1)N1N=NC(=C1)C(=O)O (1-benzyl-1H-[1,2,3]triazole-4-carboxylic acid). The product is C(C)OC(C(C(=O)C=1N=NN(C1)CC1=CC=CC=C1)N(C(C1=CC=C(C=C1)OC(F)(F)F)=O)C1CC1)=O (3-(1-Benzyl-1H-[1,2,3]triazol-4-yl)-2-[cyclopropyl-(4-trifluoromethoxy-benzoyl)-amino]-3-oxo-propionic acid ethyl ester). Reaction SMILES: [CH2:1]([O:3][C:4](=[O:23])[CH2:5][N:6]([CH:20]1[CH2:22][CH2:21]1)[C:7](=[O:19])[C:8]1[CH:13]=[CH:12][C:11]([O:14][C:15]([F:18])([F:17])[F:16])=[CH:10][CH:9]=1)[CH3:2].[CH2:24]([N:31]1[CH:35]=[C:34]([C:36](O)=[O:37])[N:33]=[N:32]1)[C:25]1[CH:30]=[CH:29][CH:28]=[CH:27][CH:26]=1>>[CH2:1]([O:3][C:4](=[O:23])[CH:5]([N:6]([CH:20]1[CH2:22][CH2:21]1)[C:7](=[O:19])[C:8]1[CH:9]=[CH:10][C:11]([O:14][C:15]([F:16])([F:17])[F:18])=[CH:12][CH:13]=1)[C:36]([C:34]1[N:33]=[N:32][N:31]([CH2:24][C:25]2[CH:30]=[CH:29][CH:28]=[CH:27][CH:26]=2)[CH:35]=1)=[O:37])[CH3:2]. Procedure details: The title compound, a colorless oil (0.6 g, 27%), was prepared in analogy to intermediate 8A by reaction of [cyclopropyl-(4-trifluoromethoxy-benzoyl)-amino]-acetic acid ethyl ester (intermediate 7B) with 1-benzyl-1H-[1,2,3]triazole-4-carboxylic acid. MS: 517.1 (MH+).